Dataset: the Open Reaction Database (ORD), a public repository of structured organic reaction records. Task: describe an organic reaction: reactants, conditions, products, and yield Reactants: [N+](=O)([O-])C1=CC2=C(N=C(N2)NC=2NCCN2)C=C1 (2-(5-Nitrobenzimidazolyl)amino-2-imidazoline). The reagents and catalysts are [Pd] (palladium charcoal). Run in CN(C=O)C (dimethylformamide). Yields the product NC1=CC2=C(N=C(N2)NC=2NCCN2)C=C1 (2-(5-aminobenzimidazolyl)amino-2-imidazoline). Isolated yield 87.8%. Reaction SMILES: [N+:1]([C:4]1[CH:18]=[CH:17][C:7]2[N:8]=[C:9]([NH:11][C:12]3[NH:13][CH2:14][CH2:15][N:16]=3)[NH:10][C:6]=2[CH:5]=1)([O-])=O>CN(C)C=O.[Pd]>[NH2:1][C:4]1[CH:18]=[CH:17][C:7]2[N:8]=[C:9]([NH:11][C:12]3[NH:13][CH2:14][CH2:15][N:16]=3)[NH:10][C:6]=2[CH:5]=1. Procedure: 2-(5-Nitrobenzimidazolyl)amino-2-imidazoline (12.80 g,) was dissolved in anhydrous dimethylformamide (200 ml) and hydrogenated at 50 psi and room temperature for 48 hours, over 5% palladium charcoal (500mgs). The filtered reaction mixture was evaporated under reduced pressure to yield 2-(5-aminobenzimidazolyl)amino-2-imidazoline (9.87g), characterised as the dihydrochloride (7.60g) (m.p. 285°C). Starting materials: BrCc1ccccc1, CS(C)=O, [H-], [Na+], O, N#Cc1ccc2ccc(O)cc2c1. The product is N#Cc1ccc2ccc(OCc3ccccc3)cc2c1. As a reaction SMILES: [Br:16][CH2:17][c:18]1[cH:19][cH:20][cH:21][cH:22][cH:23]1.[CH3:25][S:26]([CH3:27])=[O:28].[H-:1].[Na+:2].[OH2:24].[OH:3][c:4]1[cH:5][cH:6][c:7]2[cH:8][cH:9][c:10]([C:14]#[N:15])[cH:11][c:12]2[cH:13]1>>[O:3]([c:4]1[cH:5][cH:6][c:7]2[cH:8][cH:9][c:10]([C:14]#[N:15])[cH:11][c:12]2[cH:13]1)[CH2:17][c:18]1[cH:19][cH:20][cH:21][cH:22][cH:23]1. The reactants are C1(=CC(=CC=C1)N)N (1,3-phenylenediamine), O (water), O (water), C1(=CC(=CC(=C1)C(=O)Cl)C(=O)Cl)C(=O)Cl (1,3,5-benzenetricarbonyl trichloride), CN1CCCC1=O (NMP), NC1=CC=CC=C1 (aniline), CN1CCCC1=O (NMP). Reaction conditions: time 30 minute. The product is C(=O)=C1C(C(C=CC1)=C=O)=C=O (tricarbonylbenzene). RXN SMILES: [C:1]1([C:13](Cl)=[O:14])[CH:6]=[C:5]([C:7](Cl)=[O:8])[CH:4]=[C:3](C(Cl)=O)[CH:2]=1.C1(N)C=CC=C(N)C=1.NC1C=CC=CC=1.O.CN1[C:37](=[O:38])CCC1>>[C:13](=[C:1]1[CH2:2][CH:3]=[CH:4][C:5](=[C:7]=[O:8])[C:6]1=[C:37]=[O:38])=[O:14]. Reported procedure: In a nitrogen atmosphere, a 50 mL four-neck flask was charged with 3 g (11.3 mmol) of 1,3,5-benzenetricarbonyl trichloride (Tokyo Chemical Industry) and 13.3 g of NMP (Junsei Chemical Co., Ltd.), following which a solution of 0.92 g (8.48 mmol) of 1,3-phenylenediamine (DuPont K.K.) and 0.79 g (8.48 mmol) of aniline (Junsei Chemical Co., Ltd.) in 13.3 g of NMP (Junsei Chemical Co., Ltd.) was added dropwise over a period of 30 minutes at an internal temperature of 12° C. and polymerization was car... Reactants: [N+](=O)([O-])C=1C=C(C=CC1[N+](=O)[O-])NC(C1=CC=C(C=C1)N(CCO)C)=O (N-(3,4-dinitrophenyl)-4-(N-methyl-N-2-hydroxyethylamino)-benzamide), O1CCN(CC1)C1=CC=C(C=C1)NC(=O)C1=CC=C(C=O)C=C1 (4-(4-morpholinophenyl)aminocarbonylbenzaldehyde). Product: OCCN(C1=CC=C(C(=O)NC2=CC3=C(NC(=N3)C3=CC=C(C=C3)C(NC3=CC=C(C=C3)N3CCOCC3)=O)C=C2)C=C1)C (4-((2-hydroxyethyl)(methyl)amino)-N-(2-(4-((4-morpholinophenyl)carbamoyl)phenyl)-1H-benzo[d]imidazol-5-yl)benzamide). RXN SMILES: [N+:1]([C:4]1[CH:5]=[C:6]([NH:13][C:14](=[O:26])[C:15]2[CH:20]=[CH:19][C:18]([N:21]([CH3:25])[CH2:22][CH2:23][OH:24])=[CH:17][CH:16]=2)[CH:7]=[CH:8][C:9]=1[N+:10]([O-])=O)([O-])=O.[O:27]1[CH2:32][CH2:31][N:30]([C:33]2[CH:38]=[CH:37][C:36]([NH:39][C:40]([C:42]3[CH:49]=[CH:48][C:45]([CH:46]=O)=[CH:44][CH:43]=3)=[O:41])=[CH:35][CH:34]=2)[CH2:29][CH2:28]1>>[OH:24][CH2:23][CH2:22][N:21]([CH3:25])[C:18]1[CH:19]=[CH:20][C:15]([C:14]([NH:13][C:6]2[CH:7]=[CH:8][C:9]3[NH:10][C:46]([C:45]4[CH:48]=[CH:49][C:42]([C:40](=[O:41])[NH:39][C:36]5[CH:37]=[CH:38][C:33]([N:30]6[CH2:29][CH2:28][O:27][CH2:32][CH2:31]6)=[CH:34][CH:35]=5)=[CH:43][CH:44]=4)=[N:1][C:4]=3[CH:5]=2)=[O:26])=[CH:16][CH:17]=1. Procedure details: Compound 252 was prepared according to the procedure similar to that described in Scheme III from N-(3,4-dinitrophenyl)-4-(N-methyl-N-2-hydroxyethylamino)-benzamide and 4-(4-morpholinophenyl)aminocarbonylbenzaldehyde. [M+H]+ calcd for C34H34N6O4: 591.26; found: 591.06.